Dataset: the Open Reaction Database (ORD), a public repository of structured organic reaction records. Task: describe an organic reaction: reactants, conditions, products, and yield Starting materials: OC=1C=CC2=C(C(NC(O2)C(Cl)(Cl)Cl)=O)C1 (3,4-Dihydro-6-hydroxy-2-trichloromethyl-2H-benzo[e]-[1,3]-oxazin-4-one), C(C)(=O)OC(C)=O (acetic anhydride). Product: C(C)(=O)OC=1C=CC2=C(C(NC(O2)C(Cl)(Cl)Cl)=O)C1 (6-acetoxy-3,4-dihydro-2-trichloromethyl-2H-benzo[e]-[1,3]-oxazin-4-one). Reaction SMILES: [OH:1][C:2]1[CH:3]=[CH:4][C:5]2[O:10][CH:9]([C:11]([Cl:14])([Cl:13])[Cl:12])[NH:8][C:7](=[O:15])[C:6]=2[CH:16]=1.[C:17](OC(=O)C)(=[O:19])[CH3:18]>>[C:17]([O:1][C:2]1[CH:3]=[CH:4][C:5]2[O:10][CH:9]([C:11]([Cl:14])([Cl:13])[Cl:12])[NH:8][C:7](=[O:15])[C:6]=2[CH:16]=1)(=[O:19])[CH3:18]. Procedure: 3,4-Dihydro-6-hydroxy-2-trichloromethyl-2H-benzo[e]-[1,3]-oxazin-4-one (prepared as described in Example 3--5.0 g.) and acetic anhydride (250 ml.) were stirred for 40 hours at room temperature, the mixture was filtered, and the solid product was washed with acetic anhydride, then diethyl ether, to give 6-acetoxy-3,4-dihydro-2-trichloromethyl-2H-benzo[e]-[1,3]-oxazin-4-one, m.p. 201°-203° C. The reactants are CCOC(C)=O, Cl, CC(C)(C)OC(=O)NC1CC(c2cccc(F)c2F)CN(CC(O)C(F)(F)F)C1=O. Product: Cl, NC1CC(c2cccc(F)c2F)CN(CC(O)C(F)(F)F)C1=O. RXN SMILES: [CH3:32][CH2:33][O:34][C:35](=[O:36])[CH3:37].[ClH:31].[F:1][c:2]1[c:3]([CH:9]2[CH2:10][CH:11]([NH:23][C:24](=[O:25])[O:26][C:27]([CH3:28])([CH3:29])[CH3:30])[C:12](=[O:22])[N:13]([CH2:15][CH:16]([C:17]([F:18])([F:19])[F:20])[OH:21])[CH2:14]2)[cH:4][cH:5][cH:6][c:7]1[F:8]>>[ClH:31].[F:1][c:2]1[c:3]([CH:9]2[CH2:10][CH:11]([NH2:23])[C:12](=[O:22])[N:13]([CH2:15][CH:16]([C:17]([F:18])([F:19])[F:20])[OH:21])[CH2:14]2)[cH:4][cH:5][cH:6][c:7]1[F:8].